Dataset: the Open Reaction Database (ORD), a public repository of structured organic reaction records. Task: describe an organic reaction: reactants, conditions, products, and yield Starting materials: CN1CCCC1=O, Cl, Cl, NCC1CCCc2cc(Sc3cccc(F)c3)ccc21, NC(N)=O, O. The product is NC(=O)NCC1CCCc2cc(Sc3cccc(F)c3)ccc21. As a reaction SMILES: [CH3:28][N:29]1[CH2:30][CH2:31][CH2:32][C:33]1=[O:34].[ClH:1].[ClH:26].[F:2][c:3]1[cH:4][c:5]([S:9][c:10]2[cH:11][c:12]3[c:17]([cH:18][cH:19]2)[CH:16]([CH2:20][NH2:21])[CH2:15][CH2:14][CH2:13]3)[cH:6][cH:7][cH:8]1.[NH2:22][C:23]([NH2:24])=[O:25].[OH2:27]>>[F:2][c:3]1[cH:4][c:5]([S:9][c:10]2[cH:11][c:12]3[c:17]([cH:18][cH:19]2)[CH:16]([CH2:20][NH:21][C:23]([NH2:22])=[O:25])[CH2:15][CH2:14][CH2:13]3)[cH:6][cH:7][cH:8]1.